From a dataset of the Open Reaction Database (ORD), a public repository of structured organic reaction records. describe an organic reaction: reactants, conditions, products, and yield Starting materials: OC(CN)C1=NC(=CC=C1)Cl (2-hydroxy-2-(6-chloro-pyridin-2-yl)-ethanamine), OCCOC1=CC=C(C=C1)CC(C)=O (1-(4-(2-hydroxyethoxy)-phenyl)-propan-2-one), C(C)(=O)O (acetic acid), C(#N)[BH3-].[Na+] (sodium cyanoborohydride). Run in CO (methanol). Reaction conditions: time 8 hour. Yields the product OCCOC1=CC=C(C=C1)CC(C)NCC(C1=NC(=CC=C1)Cl)O (N-[2-(4-(2-Hydroxyethoxy)-phenyl)-1-methylethyl]-2-hydroxy-2-(6-chloro-pyridin-2-yl)-ethanamine). RXN SMILES: [OH:1][CH:2]([C:5]1[CH:10]=[CH:9][CH:8]=[C:7]([Cl:11])[N:6]=1)[CH2:3][NH2:4].[OH:12][CH2:13][CH2:14][O:15][C:16]1[CH:21]=[CH:20][C:19]([CH2:22][C:23](=O)[CH3:24])=[CH:18][CH:17]=1.C(O)(=O)C.C([BH3-])#N.[Na+]>CO>[OH:12][CH2:13][CH2:14][O:15][C:16]1[CH:21]=[CH:20][C:19]([CH2:22][CH:23]([NH:4][CH2:3][CH:2]([OH:1])[C:5]2[CH:10]=[CH:9][CH:8]=[C:7]([Cl:11])[N:6]=2)[CH3:24])=[CH:18][CH:17]=1 |f:3.4|. Reported procedure: 21.2 g (0.122 mol) of 2-hydroxy-2-(6-chloro-pyridin-2-yl)-ethanamine and 21 g (0.108 mol) of 1-(4-(2-hydroxyethoxy)-phenyl)-propan-2-one are dissolved in 500 ml of absolute methanol, mixed with 7.3 g (0.122 mol) of acetic acid and 7.2 g (0.114 mol) of sodium cyanoborohydride and stirred overnight at ambient temperature. Then 300 ml of methanol are distilled off in vacuo, diluted with 400 ml of water, acidified with hydrochloric acid and then extracted three times with 250 ml of methylene chlorid... Reactants: [H-].[Na+] (sodium hydride), ClC1=CC=C(C=C1)NC1=CC=CC2=C1N(C(N2CC2=CC=C(C=C2)OC)=O)C (7-[(4-chlorophenyl)amino]-3-(4-methoxybenzyl)-1-methyl-1,3-dihydro-2H-benzimidazol-2-one), BrC(C)C (2-bromopropane), CN(C=O)C (N,N-dimethylformamide). Reagents/catalysts: [I-].C(CCC)[N+](CCCC)(CCCC)CCCC (tetrabutylammonium iodide). Run in O (water). Conditions: temperature 60 celsius, time 6 hour. Yields the product ClC1=CC=C(C=C1)N(C1=CC=CC2=C1N(C(N2CC2=CC=C(C=C2)OC)=O)C)C(C)C (7-[(4-Chlorophenyl)(isopropyl)amino]-3-(4-methoxy-benzyl)-1-methyl-1,3-dihydro-2H-benzimidazol-2-one). The yield is 61.6%. Reaction SMILES: [Cl:1][C:2]1[CH:7]=[CH:6][C:5]([NH:8][C:9]2[C:14]3[N:15]([CH3:28])[C:16](=[O:27])[N:17]([CH2:18][C:19]4[CH:24]=[CH:23][C:22]([O:25][CH3:26])=[CH:21][CH:20]=4)[C:13]=3[CH:12]=[CH:11][CH:10]=2)=[CH:4][CH:3]=1.Br[CH:30]([CH3:32])[CH3:31].CN(C)C=O.[H-].[Na+]>[I-].C([N+](CCCC)(CCCC)CCCC)CCC.O>[Cl:1][C:2]1[CH:7]=[CH:6][C:5]([N:8]([CH:30]([CH3:32])[CH3:31])[C:9]2[C:14]3[N:15]([CH3:28])[C:16](=[O:27])[N:17]([CH2:18][C:19]4[CH:24]=[CH:23][C:22]([O:25][CH3:26])=[CH:21][CH:20]=4)[C:13]=3[CH:12]=[CH:11][CH:10]=2)=[CH:4][CH:3]=1 |f:3.4,5.6|. Reported procedure: To a mixture of 7-[(4-chlorophenyl)amino]-3-(4-methoxybenzyl)-1-methyl-1,3-dihydro-2H-benzimidazol-2-one (0.118 g, 0.30 mmol), 2-bromopropane (0.056 ml, 0.60 mmol), tetrabutylammonium iodide (small amounts) and N,N-dimethylformamide (2 ml) was added sodium hydride (16 mg, 0.60 mmol, 90% dry). The mixture was stirred at 60° C. for 6 h. The mixture was diluted with water (20 ml) and extracted with ethyl acetate (40 ml). The extract was washed with water, dried over magnesium sulfate and evaporated... Reactants: O=C([O-])[O-], Cc1ccccc1, CCOC(=O)c1cn(-c2cc(NC=O)c(F)cc2F)c2c(F)c(F)c(F)c(F)c2c1=O, [K+], [K+], NCc1ccccc1. The product is CCOC(=O)c1cn(-c2cc(NC=O)c(F)cc2F)c2c(F)c(F)c(F)c(NCc3ccccc3)c2c1=O. As a reaction SMILES: [C:40](=[O:41])([O-:42])[O-:43].[CH3:46][c:47]1[cH:48][cH:49][cH:50][cH:51][cH:52]1.[F:1][c:2]1[c:3]2[c:4](=[O:31])[c:5]([C:26](=[O:27])[O:28][CH2:29][CH3:30])[cH:6][n:7](-[c:15]3[c:16]([F:25])[cH:17][c:18]([F:24])[c:19]([NH:21][CH:22]=[O:23])[cH:20]3)[c:8]2[c:9]([F:14])[c:10]([F:13])[c:11]1[F:12].[K+:44].[K+:45].[NH2:32][CH2:33][c:34]1[cH:35][cH:36][cH:37][cH:38][cH:39]1>>[c:2]1([NH:32][CH2:33][c:34]2[cH:35][cH:36][cH:37][cH:38][cH:39]2)[c:3]2[c:4](=[O:31])[c:5]([C:26](=[O:27])[O:28][CH2:29][CH3:30])[cH:6][n:7](-[c:15]3[c:16]([F:25])[cH:17][c:18]([F:24])[c:19]([NH:21][CH:22]=[O:23])[cH:20]3)[c:8]2[c:9]([F:14])[c:10]([F:13])[c:11]1[F:12]. Reactants: C1(=CC=CC=C1)NCC(=O)OCC (ethyl N-phenylglycinate), BrBr (bromine), ester, BrC1=C(C(=CC(=C1)Br)Br)NCC(=O)OCC (ethyl N-(2,4,6-tribromophenyl)glycinate), N (ammonia), BrC1=C(C(=CC(=C1)Br)Br)NCC(=O)OCC (ethyl N-(2,4,6-tribromophenyl)glycinate). Run in O (water), C(C)(=O)O (acetic acid), C(C)O (ethanol). The product is BrC1=C(C(=CC(=C1)Br)Br)NC(CN)=O (N-(2,4,6-tribromophenyl)glycinamide). As a reaction SMILES: [Br:1][C:2]1[CH:7]=[C:6]([Br:8])[CH:5]=[C:4]([Br:9])[C:3]=1NCC(OCC)=O.C1([NH:23][CH2:24][C:25](OCC)=[O:26])C=CC=CC=1.BrBr.[NH3:32]>O.C(O)(=O)C.C(O)C>[Br:1][C:2]1[CH:3]=[C:4]([Br:9])[CH:5]=[C:6]([Br:8])[C:7]=1[NH:32][C:25](=[O:26])[CH2:24][NH2:23]. Procedure details: The ester required for Id, ethyl N-(2,4,6-tribromophenyl)glycinate (IV), was prepared by the reaction of ethyl N-phenylglycinate with bromine in a mixture of water and acetic acid. IV reacted with ammonia in ethanol solution to form N-(2,4,6-tribromophenyl)glycinamide (V). Reactants: CS(=O)C (DMSO), O (water), [OH-].[Na+] (NaOH), ClC1=C(O[C@H](C(=O)OC)C)C=C(C=C1)CN1C(=C(C2=CC(=CC=C12)C(N[C@@H](C)C1=CC(=CC=C1)C(C)C)=O)C)C ((S)-methyl 2-(2-chloro-5-((5-(((S)-1-(3-isopropylphenyl)ethyl)carbamoyl)-2,3-dimethyl-1H-indol-1-yl)methyl)phenoxy)propanoate). Solvent: CO (methanol). The product is ClC1=C(O[C@H](C(=O)O)C)C=C(C=C1)CN1C(=C(C2=CC(=CC=C12)C(N[C@@H](C)C1=CC(=CC=C1)C(C)C)=O)C)C ((S)-2-(2-Chloro-5-((5-(((S)-1-(3-isopropylphenyl)ethyl)carbamoyl)-2,3-dimethyl-1H-indol-1-yl)methyl)phenoxy)propanoic acid). RXN SMILES: [Cl:1][C:2]1[CH:14]=[CH:13][C:12]([CH2:15][N:16]2[C:24]3[C:19](=[CH:20][C:21]([C:25](=[O:38])[NH:26][C@H:27]([C:29]4[CH:34]=[CH:33][CH:32]=[C:31]([CH:35]([CH3:37])[CH3:36])[CH:30]=4)[CH3:28])=[CH:22][CH:23]=3)[C:18]([CH3:39])=[C:17]2[CH3:40])=[CH:11][C:3]=1[O:4][C@@H:5]([CH3:10])[C:6]([O:8]C)=[O:7].CS(C)=O.O.[OH-].[Na+]>CO>[Cl:1][C:2]1[CH:14]=[CH:13][C:12]([CH2:15][N:16]2[C:24]3[C:19](=[CH:20][C:21]([C:25](=[O:38])[NH:26][C@H:27]([C:29]4[CH:34]=[CH:33][CH:32]=[C:31]([CH:35]([CH3:36])[CH3:37])[CH:30]=4)[CH3:28])=[CH:22][CH:23]=3)[C:18]([CH3:39])=[C:17]2[CH3:40])=[CH:11][C:3]=1[O:4][C@@H:5]([CH3:10])[C:6]([OH:8])=[O:7] |f:3.4|. Procedure: The (S)-methyl 2-(2-chloro-5-((5-(((S)-1-(3-isopropylphenyl)ethyl)carbamoyl)-2,3-dimethyl-1H-indol-1-yl)methyl)phenoxy)propanoate was dissolved in methanol (1.5 mL), DMSO (˜1.5 mL) and water (0.1 mL) then NaOH (2 N, 0.1 mL) was added dropwise. The reaction was monitored by LC/MS. It was stirred until all the starting material was consumed (˜3 h). It was acidified with trifluoroacetic acid, filtered and purified by preparative HPLC to yield the title compound. ESI-MS (m/z): 547.1 [M+H]+. Reactants: CC(C)=O, Cc1cccc(C)c1C=O, [Ca+2], [OH-], [OH-], O. The product is CC(=O)C=Cc1c(C)cccc1C. Reaction SMILES: [CH3:11][C:12]([CH3:13])=[O:14].[CH3:1][c:2]1[c:3]([CH:4]=[O:5])[c:6]([CH3:10])[cH:7][cH:8][cH:9]1.[Ca+2:16].[OH-:15].[OH-:17].[OH2:18]>>[CH3:1][c:2]1[c:3]([CH:4]=[CH:11][C:12]([CH3:13])=[O:14])[c:6]([CH3:10])[cH:7][cH:8][cH:9]1. Reactants: NCC(CN1N=CN=C1)(O)C1=C(C=C(C=C1)Cl)Cl (3-amino-2-(2,4-dichlorophenyl)-1-(1H-1,2,4-triazol-1-yl)propan-2-ol), C(C)S(=O)(=O)Cl (ethanesulfonylchloride). Yields the product ClC1=C(C=CC(=C1)Cl)C(CN1N=CN=C1)(CNS(=O)(=O)CC)O (2-(2,4-Dichlorophenyl)-3-(ethanesulfonamido)-1-(1H-1,2,4-triazol-1-yl)propan-2ol). RXN SMILES: [NH2:1][CH2:2][C:3]([C:11]1[CH:16]=[CH:15][C:14]([Cl:17])=[CH:13][C:12]=1[Cl:18])([OH:10])[CH2:4][N:5]1[CH:9]=[N:8][CH:7]=[N:6]1.[CH2:19]([S:21](Cl)(=[O:23])=[O:22])[CH3:20]>>[Cl:18][C:12]1[CH:13]=[C:14]([Cl:17])[CH:15]=[CH:16][C:11]=1[C:3]([OH:10])([CH2:2][NH:1][S:21]([CH2:19][CH3:20])(=[O:23])=[O:22])[CH2:4][N:5]1[CH:9]=[N:8][CH:7]=[N:6]1. Procedure details: Following the procedure described in example 1 but using 3-amino-2-(2,4-dichlorophenyl)-1-(1H-1,2,4-triazol-1-yl)propan-2-ol and ethanesulfonylchloride, the title compound was obtained in a similar yield: mp 144°-145° C.; 1H NMR (80 MHz, CDCl3)δ(TMS) 7.96 (s, 1H, CH=N), 7.83 (s, 1H, CH=N), 7.62 (d, J=8.5 Hz, 1H, arom), 7.4-7.1 (m, 2H, atom), 5.00 (AB system, Δv=0.56, J=14.5 Hz, 2H, CH2 -Tr), 4.79 (t, J=6.4 Hz, 1H, NH), 4.1-3.5 (m, 2H, CH2NH 3.00 (q, J=7.5 Hz, 2H, Et), 1.29 (t, J=7.5 Hz, 3H, Et)....